describe an organic reaction: reactants, conditions, products, and yield From a dataset of the Open Reaction Database (ORD), a public repository of structured organic reaction records. Starting materials: Cl (hydrogen chloride), C(C1=CC=CC=C1)N1CCC(CC1)NC1=C(C=CC=C1)CN (1-benzyl-4-[N-(o-aminomethylphenyl)-amino]-piperidine), S(=O)(=O)=[N-] (sulfuryl amide), N1=CC=CC=C1 (pyridine). Solvent: C(C)(=O)OCC (ethyl acetate), C(C)O (ethanol). The product is Cl.C(C1=CC=CC=C1)N1CCC(CC1)N1S(NCC2=C1C=CC=C2)(=O)=O (1-Benzyl-4-(3,4-dihydro-2,2-dioxo-2,1,3-benzothiadiazin-1-yl)-piperidine monohydrochloride). As a reaction SMILES: [CH2:1]([N:8]1[CH2:13][CH2:12][CH:11]([NH:14][C:15]2[CH:20]=[CH:19][CH:18]=[CH:17][C:16]=2[CH2:21][NH2:22])[CH2:10][CH2:9]1)[C:2]1[CH:7]=[CH:6][CH:5]=[CH:4][CH:3]=1.[S:23](=[N-])(=[O:25])=[O:24].N1C=CC=CC=1.[ClH:33]>C(O)C.C(OCC)(=O)C>[ClH:33].[CH2:1]([N:8]1[CH2:9][CH2:10][CH:11]([N:14]2[C:15]3[CH:20]=[CH:19][CH:18]=[CH:17][C:16]=3[CH2:21][NH:22][S:23]2(=[O:25])=[O:24])[CH2:12][CH2:13]1)[C:2]1[CH:3]=[CH:4][CH:5]=[CH:6][CH:7]=1 |f:6.7|. Procedure: In this reference example, 33.0 g (112.4 m.mols) of 1-benzyl-4-[N-(o-aminomethylphenyl)-amino]-piperidine, 21.6 g (224.8 m.mols) of sulfuryl amide and 250 ml of pyridine are mixed and refluxed with heating for 8 hours. The reaction solution is cooled to room temperature, concentrated to 70 ml and poured into 500 ml of ice water. The mixture is mixed with 300 ml of chloroform, stirred and adjusted to pH 9 with 2 N aqueous sodium hydroxide. The chloroform layer is separated with separating funnel ... Reactants: FC1=CC=C(C=C1)C(C(=O)O)C1=CC=C(C=C1)F (bis(4-fluorophenyl)acetic acid), NCCCN1CCC(CC1)C=1C=C(C=CC1C)NC(C(C)C)=O (N-{3-[1-(3-aminopropyl)-4-piperidinyl]-4-methylphenyl}-2-methylpropanamide). Product: FC1=CC=C(C=C1)C(C(=O)NCCCN1CCC(CC1)C=1C=C(C=CC1C)NC(C(C)C)=O)C1=CC=C(C=C1)F (N-{3-[1-(3-{[BIS(4-FLUOROPHENYL)ACETYL]AMINO}PROPYL)-4-PIPERIDINYL]-4-METHYLPHENYL}-2-METHYLPROPANAMIDE). Reaction SMILES: [F:1][C:2]1[CH:7]=[CH:6][C:5]([CH:8]([C:12]2[CH:17]=[CH:16][C:15]([F:18])=[CH:14][CH:13]=2)[C:9]([OH:11])=O)=[CH:4][CH:3]=1.[NH2:19][CH2:20][CH2:21][CH2:22][N:23]1[CH2:28][CH2:27][CH:26]([C:29]2[CH:30]=[C:31]([NH:36][C:37](=[O:41])[CH:38]([CH3:40])[CH3:39])[CH:32]=[CH:33][C:34]=2[CH3:35])[CH2:25][CH2:24]1>>[F:18][C:15]1[CH:16]=[CH:17][C:12]([CH:8]([C:5]2[CH:4]=[CH:3][C:2]([F:1])=[CH:7][CH:6]=2)[C:9]([NH:19][CH2:20][CH2:21][CH2:22][N:23]2[CH2:28][CH2:27][CH:26]([C:29]3[CH:30]=[C:31]([NH:36][C:37](=[O:41])[CH:38]([CH3:39])[CH3:40])[CH:32]=[CH:33][C:34]=3[CH3:35])[CH2:25][CH2:24]2)=[O:11])=[CH:13][CH:14]=1. Procedure details: Example 32 was prepared from bis(4-fluorophenyl)acetic acid and N-{3-[1-(3-aminopropyl)-4-piperidinyl]-4-methylphenyl}-2-methylpropanamide according to the procedures described in Scheme 9: 1H NMR (400 MHz, CDCl3) δ 8.09 (s, 1H), 7.98 (s, 1H), 7.59 (d, 1H, J=1.8 Hz), 7.54–7.51 (m, 1H), 7.32 (m, 3H), 7.21–7.18 (m, 1H), 6.99–6.94 (m, 5H), 4.87 (s, 1H), 3.36 (q, 2H, J=5.8 Hz), 2.92–2.97 (m, 2H), 2.68–2.58 (m, 1H), 2.5 (quintet, 1H, J=7.2 Hz), 2.37 (t, 2H, J=5.7 Hz), 2.25 (s, 3H), 2.01–1.92 (m, 2H),... Reactants: CCOC(C)=O, COc1ccc(OC)c(C=CC(=O)O)c1, CNO, CC(C)=O, CCCCCC, CN(C)C=O, O=C(Cl)C(=O)Cl, ClCCl, Cl, Cl, [Na+], [Na+], O=C([O-])[O-], O. Product: COc1ccc(OC)c(C=CC(=O)N(C)O)c1. Reaction SMILES: [C:46]([O:47][CH2:48][CH3:49])(=[O:50])[CH3:51].[CH3:1][O:2][c:3]1[c:4]([CH:5]=[CH:6][C:7](=[O:8])[OH:9])[cH:10][c:11]([O:14][CH3:15])[cH:12][cH:13]1.[CH3:29][NH:30][OH:31].[CH3:36][C:37](=[O:38])[CH3:39].[CH3:40][CH2:41][CH2:42][CH2:43][CH2:44][CH3:45].[CH3:53][N:54]([CH3:55])[CH:56]=[O:57].[Cl:16][C:17]([C:18]([Cl:19])=[O:20])=[O:21].[Cl:33][CH2:34][Cl:35].[ClH:28].[ClH:32].[Na+:22].[Na+:23].[O-:24][C:25](=[O:26])[O-:27].[OH2:52]>>[CH3:1][O:2][c:3]1[c:4]([CH:5]=[CH:6][C:7](=[O:8])[N:30]([CH3:29])[OH:31])[cH:10][c:11]([O:14][CH3:15])[cH:12][cH:13]1. Reactants: FC1=C(C=CC(=C1)F)N1N=CN=C1C1=CC=2CCOC3=C(C2S1)N=C(C=C3)C#CC(C)(O)C (4-{2-[2-(2,4-Difluoro-phenyl)-2H-[1,2,4]triazol-3-yl]-4,5-dihydro-6-oxa-1-thia-10-aza-benzo[e]azulen-9-yl}-2-methyl-but-3-yn-2-ol), ClC=1C=CC2=C(C=3SC(=CC3CCO2)C=2N(N=CN2)C2=C(C=C(C=C2)F)F)N1 (9-Chloro-2-[2-(2,4-difluoro-phenyl)-2H-[1,2,4]triazol-3-yl]-4,5-dihydro-6-oxa-1-thia-10-aza-benzo[e]azulene), CC(C)(C#C)O (2-methylbut-3-yn-2-ol). Product: FC1=C(C=CC(=C1)F)N1N=CN=C1C1=CC=2CCOC3=C(C2S1)N=C(C=C3)CCC(C)(O)C (4-{2-[2-(2,4-Difluoro-phenyl)-2H-[1,2,4]triazol-3-yl]-4,5-dihydro-6-oxa-1-thia-10-aza-benzo[e]azulen-9-yl}-2-methyl-butan-2-ol). Yield: 37.0%. Reaction SMILES: [F:1][C:2]1[CH:7]=[C:6]([F:8])[CH:5]=[CH:4][C:3]=1[N:9]1[C:13]([C:14]2[S:23][C:22]3[C:21]4[N:24]=[C:25]([C:28]#[C:29][C:30]([CH3:33])([OH:32])[CH3:31])[CH:26]=[CH:27][C:20]=4[O:19][CH2:18][CH2:17][C:16]=3[CH:15]=2)=[N:12][CH:11]=[N:10]1.ClC1C=CC2OCCC3C=C(C4N(C5C=CC(F)=CC=5F)N=CN=4)SC=3C=2N=1.CC(O)(C#C)C>>[F:1][C:2]1[CH:7]=[C:6]([F:8])[CH:5]=[CH:4][C:3]=1[N:9]1[C:13]([C:14]2[S:23][C:22]3[C:21]4[N:24]=[C:25]([CH2:28][CH2:29][C:30]([CH3:33])([OH:32])[CH3:31])[CH:26]=[CH:27][C:20]=4[O:19][CH2:18][CH2:17][C:16]=3[CH:15]=2)=[N:12][CH:11]=[N:10]1. Procedure details: Following the procedures for 246, 4-{2-[2-(2,4-Difluoro-phenyl)-2H-[1,2,4]triazol-3-yl]-4,5-dihydro-6-oxa-1-thia-10-aza-benzo[e]azulen-9-yl}-2-methyl-but-3-yn-2-ol was prepared (Yield: 69%. 1H NMR (DMSO-d6, 400 MHz): δ8.30 (s, 1H), 7.93-7.877 (m, 1H), 7.74-7.68 (m, 1H), 7.43-7.37 (m, 2H), 7.29 (d, J=8.4 Hz, 1H), 6.99 (s, 1H), 5.60 (s, 1H), 4.30 (t, J=4.4 Hz, 2H), 3.12 (t, J=4.4 Hz, 2H), 1.21 (s, 6H). ESI-MS: (m/z)=465 [M+H]+) from 9-Chloro-2-[2-(2,4-difluoro-phenyl)-2H-[1,2,4]triazol-3-yl]-4,5-d...